The task is: describe an organic reaction: reactants, conditions, products, and yield. This data is from the Open Reaction Database (ORD), a public repository of structured organic reaction records. The reactants are [H-].[Na+] (sodium hydride), C(C)(C)(C)N(NC(C1=CC=CC=C1)=O)C(C1=CC(=CC(=C1)C)C)=O (N'-t-butyl-N-benzoyl-N'-(3,5-dimethylbenzoyl)hydrazine), C(C#C)Br (propargyl bromide). Solvent: C(C)(=O)OCC (ethyl acetate), CN(C=O)C (dimethylformamide). Conditions: time 15 minute. Yields the product C(C#C)NNC(C1=CC(=CC(=C1)C)C)=O (N-(2-propynyl)-N'-(3,5-dimethylbenzoyl)hydrazine). Isolated yield 70.0%. As a reaction SMILES: C([N:5]([C:15](=[O:24])[C:16]1[CH:21]=[C:20]([CH3:22])[CH:19]=[C:18]([CH3:23])[CH:17]=1)[NH:6][C:7](=O)[C:8]1C=CC=C[CH:9]=1)(C)(C)C.[H-].[Na+].C(Br)C#C>CN(C)C=O.C(OCC)(=O)C>[CH2:7]([NH:6][NH:5][C:15](=[O:24])[C:16]1[CH:17]=[C:18]([CH3:23])[CH:19]=[C:20]([CH3:22])[CH:21]=1)[C:8]#[CH:9] |f:1.2|. Reported procedure: To a stirred suspension of N'-t-butyl-N-benzoyl-N'-(3,5-dimethylbenzoyl)hydrazine (1.5 g) in dimethylformamide (DMF) (20 ml) was added sodium hydride (200 mg of 60% oil dispersion) portionwise. After 15 min., propargyl bromide (0.6 g) was added to the reaction mixture dropwise and the reaction stirred for 1 hour. The reaction mixture was diluted with ethyl acetate (50 ml) and washed with water (5×20 ml). The organic layer was then dried over magnesium sulfate and the solvent removed under vacuum... Reactants: CC1=NC=C(C(=N1)Cl)C=1SC=CC1 (2-Methyl-5-(2-thienyl)-4-chloropyrimidine), O1COC2=CC(=CC=C12)CN ((1,3-dioxaindan-5-yl)methylamine). The solvent is C(Cl)Cl (methylene chloride). Run at temperature 50 celsius. Yields the product CC1=NC=C(C(=N1)NCC=1C=C2OCOC2=CC1)C=1SC=CC1 (2-Methyl-5-(2-thienyl)-4-(1,3-dioxaindan-5-yl)methylaminopyrimidine). As a reaction SMILES: [CH3:1][C:2]1[N:7]=[C:6](Cl)[C:5]([C:9]2[S:10][CH:11]=[CH:12][CH:13]=2)=[CH:4][N:3]=1.[O:14]1[C:22]2[C:17](=[CH:18][C:19]([CH2:23][NH2:24])=[CH:20][CH:21]=2)[O:16][CH2:15]1>C(Cl)Cl>[CH3:1][C:2]1[N:7]=[C:6]([NH:24][CH2:23][C:19]2[CH:18]=[C:17]3[C:22](=[CH:21][CH:20]=2)[O:14][CH2:15][O:16]3)[C:5]([C:9]2[S:10][CH:11]=[CH:12][CH:13]=2)=[CH:4][N:3]=1. Reported procedure: 2-Methyl-5-(2-thienyl)-4-chloropyrimidine (590 mg; prepared by the same procedure as described in reference example 1) was dissolved into methylene chloride (6 ml). To the solution, (1,3-dioxaindan-5-yl)methylamine (2 ml) was added. The mixture was refluxed at 50° C. for 2 days. After reaction, the mixture was extracted with methylene chloride. The organic layer was washed with water and an aqueous saturated solution of ammonium chloride, respectively. The solution was dried over anhydrous sodiu... Reactants: [K] (potassium), ClC=1C=C(N)C=CC1 (m-Chloroaniline), ice, N(=O)[O-].[Na+] (sodium nitrite), SC1=NNC=N1 (3-mercapto-1,2,4-triazole). Run in O (water), Cl (HCl). Reaction conditions: time 30 minute. Yields the product ClC=1C=C(C=CC1)SC1=NNC=N1 (3-(3-Chlorophenylthio)-1,2,4-Triazole). RXN SMILES: [Cl:1][C:2]1[CH:3]=[C:4]([CH:6]=[CH:7][CH:8]=1)N.N([O-])=O.[Na+].[K].[SH:14][C:15]1[N:19]=[CH:18][NH:17][N:16]=1>Cl.O>[Cl:1][C:2]1[CH:3]=[C:4]([S:14][C:15]2[N:19]=[CH:18][NH:17][N:16]=2)[CH:6]=[CH:7][CH:8]=1 |f:1.2,^1:12|. Procedure details: m-Chloroaniline (3.8 g) is dissolved in a mixture of conc. HCl (5 ml) and crushed ice (5 g) and held at 0° C. An aqueous solution (5 ml) of sodium nitrite (2.2 g) is poured slowly into the mixture so that the reaction temperature will not exceed 4° C. The resulting solution is added at 40°-50° C. to a solution consisting of a potassium salt of 3-mercapto-1,2,4-triazole (4.5 g) dissolved in water (30 ml) and the mixture is stirred at the same temperature for another 30 minutes. The reactants are BrCCCCC(OC)OC (5-bromo-1,1-dimethoxypentane), [OH-].[Na+] (NaOH), C(C1=CC=CC=C1)(=O)OC1=CC(=CC=C1)OCCCCCC (3-(hexyloxy)phenyl benzoate). Reagents/catalysts: [N+](CCCC)(CCCC)(CCCC)CCCC.[I-] (n-Bu4NI). Solvent: O (H2O). Run at temperature 90 celsius, time 8 hour. Product: COC(CCCCOC1=CC(=CC=C1)OCCCCCC)OC (1-(5,5-dimethoxypentyloxy)-3-(hexyloxy)benzene). The yield is 58.4%. Reaction SMILES: [OH-].[Na+].[C:3]([O:11][C:12]1[CH:17]=[CH:16][CH:15]=[C:14]([O:18]CCCCCC)[CH:13]=1)(=O)[C:4]1C=[CH:8][CH:7]=[CH:6][CH:5]=1.Br[CH2:26][CH2:27][CH2:28][CH2:29][CH:30]([O:33][CH3:34])[O:31][CH3:32]>[N+](CCCC)(CCCC)(CCCC)CCCC.[I-].O>[CH3:32][O:31][CH:30]([O:33][CH3:34])[CH2:29][CH2:28][CH2:27][CH2:26][O:18][C:14]1[CH:15]=[CH:16][CH:17]=[C:12]([O:11][CH2:3][CH2:4][CH2:5][CH2:6][CH2:7][CH3:8])[CH:13]=1 |f:0.1,4.5|. Reported procedure: A mixture of NaOH (100 mg, 2.5 mmol), n-Bu4NI (37 mg, 0.1 mmol), 3-(hexyloxy)phenyl benzoate (ref. Prasad K. et al. Org. Proc. Res. Dev., 2003, 7 (5), 743-749) (200 mg, 0.67 mmol) in H2O (3 mL) was evacuated and refilled with Ar three times. The reaction mix was heated with stirring to 90° C. under Ar and treated with 5-bromo-1,1-dimethoxypentane (0.24 g, 1.2 mmol), added dropwise over 30 min at 95° C. Stirring was continued at 95° C. overnight. Later, the reaction mixture was cooled to rt and e... The reactants are bis(triphenylphosphine)palladium(11) chloride, [H-].[Na+] (sodium hydride), COC1=CC=C(C=C1)O (4-methoxyphenol), NC1=C(C(=NO1)C)Br (5-amino-4-bromo-3-methylisoxazole), [OH-].[Na+] (NaOH). Run in C(C)(=O)OCC (ethyl acetate), CN(C=O)C (dimethylformamide). Reaction conditions: time 10 minute. Yields the product NC1=C(C(=NO1)C)OC1=CC=C(C=C1)OC (5-amino-4-(4-methoxyphenoxy)-3-methylisoxazole). The yield is 53.7%. As a reaction SMILES: [H-].[Na+].[CH3:3][O:4][C:5]1[CH:10]=[CH:9][C:8]([OH:11])=[CH:7][CH:6]=1.[NH2:12][C:13]1[O:17][N:16]=[C:15]([CH3:18])[C:14]=1Br.[OH-].[Na+]>CN(C)C=O.C(OCC)(=O)C>[NH2:12][C:13]1[O:17][N:16]=[C:15]([CH3:18])[C:14]=1[O:11][C:8]1[CH:9]=[CH:10][C:5]([O:4][CH3:3])=[CH:6][CH:7]=1 |f:0.1,4.5|. Procedure: To a mixture of sodium hydride (60% dispersion in mineral oil, 52 mg, 1.3 mmol) in dry dimethylformamide (2.0 ml) was added 4-methoxyphenol (0.15 g, 1.2 mmol). After stirring the solution at room temperature of 10 min, 5-amino-4-bromo-3-methylisoxazole (0.20 g, 1.1 mmol) was added, followed by bis(triphenylphosphine)palladium(11) chloride (79 mg, 0.11 mmol). The mixture was heated to 50° C. for 2.5 h and then cooled to room temperature. The dark brown reaction mixture was worked up with ethyl ac...